This data is from the Open Reaction Database (ORD), a public repository of structured organic reaction records. The task is: describe an organic reaction: reactants, conditions, products, and yield Starting materials: C1(=CC=CC=C1)CCCCC(=O)O (5-Phenylvaleric acid), C1=CN(C=N1)C(=O)N2C=CN=C2 (CDI), Cl (HCl), C(C)OC(CN)=O (glycine ethyl ester). Solvent: C1CCOC1 (THF). The product is C(C)OC(CNC(CCCCC1=CC=CC=C1)=O)=O (5-Phenylpentanoyl glycine ethyl ester). As a reaction SMILES: [C:1]1([CH2:7][CH2:8][CH2:9][CH2:10][C:11]([OH:13])=O)[CH:6]=[CH:5][CH:4]=[CH:3][CH:2]=1.C1N=CN(C(N2C=NC=C2)=O)C=1.[CH2:26]([O:28][C:29](=[O:32])[CH2:30][NH2:31])[CH3:27].Cl>C1COCC1>[CH2:26]([O:28][C:29](=[O:32])[CH2:30][NH:31][C:11](=[O:13])[CH2:10][CH2:9][CH2:8][CH2:7][C:1]1[CH:2]=[CH:3][CH:4]=[CH:5][CH:6]=1)[CH3:27]. Procedure details: 5-Phenylvaleric acid (2.67 g, 15 mmol) in distilled THF was reacted with CDI (15 mmol) followed by glycine ethyl ester.HCl (15 mmol) and C2H5)3N (15 mmol) as described in Example 56 Part A. The crude material (3.25 g, 82%) was used without purification.